Dataset: the Open Reaction Database (ORD), a public repository of structured organic reaction records. Task: describe an organic reaction: reactants, conditions, products, and yield The reactants are CON=C1CNCC12CN(C(=O)OC(C)(C)C)C2, CC#N, O=C(O)c1cn(C2CC2)c2nc(Cl)c(F)cc2c1=O. The product is CON=C1CN(c2nc3c(cc2F)c(=O)c(C(=O)O)cn3C2CC2)CC12CN(C(=O)OC(C)(C)C)C2. As a reaction SMILES: [CH3:20][O:21][N:22]=[C:23]1[CH2:24][NH:25][CH2:26][C:27]12[CH2:28][N:29]([C:31](=[O:32])[O:33][C:34]([CH3:35])([CH3:36])[CH3:37])[CH2:30]2.[CH3:38][C:39]#[N:40].[CH:1]1([n:4]2[cH:5][c:6]([C:17](=[O:18])[OH:19])[c:7](=[O:16])[c:8]3[cH:9][c:10]([F:15])[c:11]([Cl:14])[n:12][c:13]23)[CH2:2][CH2:3]1>>[CH:1]1([n:4]2[cH:5][c:6]([C:17](=[O:18])[OH:19])[c:7](=[O:16])[c:8]3[cH:9][c:10]([F:15])[c:11]([N:25]4[CH2:24][C:23](=[N:22][O:21][CH3:20])[C:27]5([CH2:26]4)[CH2:28][N:29]([C:31](=[O:32])[O:33][C:34]([CH3:35])([CH3:36])[CH3:37])[CH2:30]5)[n:12][c:13]23)[CH2:2][CH2:3]1. Reactants: [BH4-], CCO, [Na+], CCOC(=O)CC(=O)CC(O)C(C)Oc1ccccc1, O=S(=O)(O)O. The product is CCOC(=O)CC(O)CC(O)C(C)Oc1ccccc1. Reaction SMILES: [BH4-:1].[CH3:28][CH2:29][OH:30].[Na+:2].[OH:3][CH:4]([CH2:5][C:6]([CH2:7][C:8](=[O:9])[O:10][CH2:11][CH3:12])=[O:13])[CH:14]([CH3:15])[O:16][c:17]1[cH:18][cH:19][cH:20][cH:21][cH:22]1.[S:23](=[O:24])(=[O:25])([OH:26])[OH:27]>>[OH:3][CH:4]([CH2:5][CH:6]([CH2:7][C:8](=[O:9])[O:10][CH2:11][CH3:12])[OH:13])[CH:14]([CH3:15])[O:16][c:17]1[cH:18][cH:19][cH:20][cH:21][cH:22]1. Starting materials: Brc1cnc2[nH]ccc2c1, CN(C)C=O, CO, [Cu]Br, [Na]. The product is COc1cnc2[nH]ccc2c1. Reaction SMILES: [Br:1][c:2]1[cH:3][c:4]2[c:5]([n:6][cH:7]1)[nH:8][cH:9][cH:10]2.[CH3:12][N:13]([CH:14]=[O:15])[CH3:16].[CH3:17][OH:18].[Cu:19][Br:20].[Na:11]>>[c:2]1([O:15][CH3:14])[cH:3][c:4]2[c:5]([n:6][cH:7]1)[nH:8][cH:9][cH:10]2. The reactants are CN(C(C(C)C1=CC=C(C=C1)OCC1=CC=CC=C1)=O)[C@@H](C(=O)OC)C (Methyl 2-[N-Methyl-N-((R/S)-α-methyl-4-benzyloxyphenylacetyl)amino]-(R)-propionate), [Li+].[OH-] (LiOH), CCOC(=O)C (EtOAc), Cl (HCl). The solvent is C1CCOC1 (THF). Run at time 1 hour. The product is CN(C(C(C)C1=CC=C(C=C1)OCC1=CC=CC=C1)=O)[C@@H](C(=O)O)C (2-[N-Methyl-N-((R/S)-α-methyl-4-benzyloxyphenylacetyl)amino]-(R)-propionic Acid). Yield: 95.9%. RXN SMILES: [CH3:1][N:2]([C@H:21]([CH3:26])[C:22]([O:24]C)=[O:23])[C:3](=[O:20])[CH:4]([C:6]1[CH:11]=[CH:10][C:9]([O:12][CH2:13][C:14]2[CH:19]=[CH:18][CH:17]=[CH:16][CH:15]=2)=[CH:8][CH:7]=1)[CH3:5].[Li+].[OH-].Cl.CCOC(C)=O>C1COCC1>[CH3:1][N:2]([C@H:21]([CH3:26])[C:22]([OH:24])=[O:23])[C:3](=[O:20])[CH:4]([C:6]1[CH:11]=[CH:10][C:9]([O:12][CH2:13][C:14]2[CH:19]=[CH:18][CH:17]=[CH:16][CH:15]=2)=[CH:8][CH:7]=1)[CH3:5] |f:1.2|. Procedure: To a solution of methyl 2-[N-methyl-N-((R/S)-α-methyl-4-benzyloxyphenylacetyl)amino]-(R)-propionate 45c (380 mg, 1.1 mmol) in THF (10 mL) was added 1 N LiOH (2 mL). The solution was stirred for 1 h and acidified with 1 N HCl to pH 3. EtOAc was added and the organic layer was separated, washed with brine, dried (MgSO4) and concentrated to afford the carboxylic acid (360 mg, 98%) as a solid. MS (CI—NH3): (M+H)+=342. Starting materials: ClCCl, O=Cc1ccc(C(F)(F)F)cc1, NCc1ccccc1, [Na+], [OH-], O=S(=O)(O)C(F)(F)F, O=C(Cl)Cc1ccccc1. The product is O=C1Cc2ccccc2C(c2ccc(C(F)(F)F)cc2)N1Cc1ccccc1. RXN SMILES: [Cl:41][CH2:42][Cl:43].[F:1][C:2]([c:3]1[cH:4][cH:5][c:6]([CH:7]=[O:8])[cH:9][cH:10]1)([F:11])[F:12].[NH2:13][CH2:14][c:15]1[cH:16][cH:17][cH:18][cH:19][cH:20]1.[Na+:40].[OH-:39].[OH:31][S:32]([C:33]([F:34])([F:35])[F:36])(=[O:37])=[O:38].[c:21]1([CH2:27][C:28](=[O:29])[Cl:30])[cH:22][cH:23][cH:24][cH:25][cH:26]1>>[F:1][C:2]([c:3]1[cH:4][cH:5][c:6]([CH:7]2[N:13]([CH2:14][c:15]3[cH:16][cH:17][cH:18][cH:19][cH:20]3)[C:28](=[O:29])[CH2:27][c:21]3[c:22]2[cH:23][cH:24][cH:25][cH:26]3)[cH:9][cH:10]1)([F:11])[F:12]. The reactants are FC=1C=C(C=C(C1)O)C(F)(F)F (5-Fluoro-3-(trifluoromethyl)phenol), [N+](=O)(O)[O-] (nitric acid). Solvent: C(C)(=O)O (acetic acid), O (water), O (water). Conditions: temperature 50 celsius, time 30 minute. Product: FC=1C=C(C(=C(C1)O)[N+](=O)[O-])C(F)(F)F (5-Fluoro-2-nitro-3-(trifluoromethyl)phenol). Yield: 21.0%. As a reaction SMILES: [F:1][C:2]1[CH:3]=[C:4]([C:9]([F:12])([F:11])[F:10])[CH:5]=[C:6]([OH:8])[CH:7]=1.[N+:13]([O-])([OH:15])=[O:14]>C(O)(=O)C.O>[F:1][C:2]1[CH:3]=[C:4]([C:9]([F:10])([F:11])[F:12])[C:5]([N+:13]([O-:15])=[O:14])=[C:6]([OH:8])[CH:7]=1. Procedure: 5-Fluoro-3-(trifluoromethyl)phenol (1.27 g) was dissolved in acetic acid (3 ml) and water (1.5 ml), and nitric acid (3.0 ml) was added thereto. The reaction mixture was stirred at 50° C. for 30 minutes. After cooling, water was added to the reaction mixture, and the mixture was extracted with ether. The extract was washed with an aqueous saturated sodium bicarbonate solution and water, dried over magnesium sulfate, and concentrated. The residue was purified by column chromatography (developing s... Starting materials: BrC1=C(C(=C(C(=C1F)F)F)S(=O)(=O)NC1=CC=C(C=C1)OC)F (1-Bromo-2,4,5,6-tetrafluoro-3-[(4-methoxyphenyl)aminosulfonyl]benzene). Reagents/catalysts: [Pd].C (Pd charcoal). The solvent is CO (methanol). Run at time 4 hour. Yields the product FC1=C(C(=CC(=C1F)F)F)S(=O)(=O)NC1=CC=C(C=C1)OC (2,3,4,6-Tetrafluoro-1-[(4-methoxyphenyl)aminosulfonyl]benzene). Yield: 40.8%. As a reaction SMILES: Br[C:2]1[C:7]([F:8])=[C:6]([F:9])[C:5]([F:10])=[C:4]([S:11]([NH:14][C:15]2[CH:20]=[CH:19][C:18]([O:21][CH3:22])=[CH:17][CH:16]=2)(=[O:13])=[O:12])[C:3]=1[F:23]>CO.[Pd].C>[F:10][C:5]1[C:6]([F:9])=[C:7]([F:8])[CH:2]=[C:3]([F:23])[C:4]=1[S:11]([NH:14][C:15]1[CH:20]=[CH:19][C:18]([O:21][CH3:22])=[CH:17][CH:16]=1)(=[O:12])=[O:13] |f:2.3|. Reported procedure: 1-Bromo-2,4,5,6-tetrafluoro-3-[(4-methoxyphenyl)aminosulfonyl]benzene (250 mg, 0.6 mmol) (Example 5) was dissolved in methanol (25 ml) and placed in a closed vessel. A catalytic amount of 10% Pd/charcoal (25 mg) was added and the mixture was hydrogenated at 60 psi H2 for 4 h. The mixture was filtered through celite, the solvent was evaporated and the residue was purified by chromatography (silica; EtOAc/Hexane, 1:4) to yield 82 mg of the title compound. 1H-NMR (CDCl3): δ 7.10 (2H, dd, J=9.0 and ...